Dataset: the Open Reaction Database (ORD), a public repository of structured organic reaction records. Task: describe an organic reaction: reactants, conditions, products, and yield Starting materials: [OH-].[Na+] (sodium hydroxide), C1(=CC=CC=C1)OC(N(C(C)C)CCS(=O)(=O)C1=CC=C(C=C1)F)=O (N-[2-[(4-fluorophenyl)sulfonyl]ethyl]-N-(1-methylethyl)carbamic acid phenyl ester), C(Cl)Cl (methylene chloride). Run in CO (methanol), Br (HBr). Yields the product Cl.FC1=CC=C(C=C1)S(=O)(=O)CCNC(C)C (N-[2-[(4-Fluorophenyl)sulfonyl]ethyl]-2-propanamine hydrochloride). Reaction SMILES: C1(OC(=O)[N:9]([CH2:13][CH2:14][S:15]([C:18]2[CH:23]=[CH:22][C:21]([F:24])=[CH:20][CH:19]=2)(=[O:17])=[O:16])[CH:10]([CH3:12])[CH3:11])C=CC=CC=1.[OH-].[Na+].C(Cl)[Cl:29]>Br.CO>[ClH:29].[F:24][C:21]1[CH:20]=[CH:19][C:18]([S:15]([CH2:14][CH2:13][NH:9][CH:10]([CH3:12])[CH3:11])(=[O:16])=[O:17])=[CH:23][CH:22]=1 |f:1.2,6.7|. Procedure: A solution of 60.25 g (0.165 mole) of N-[2-[(4-fluorophenyl)sulfonyl]ethyl]-N-(1-methylethyl)carbamic acid phenyl ester in 400 ml of 48% HBr was heated at reflux for 8 hr. The reaction mixture was cooled with ice and made alkaline with 50% sodium hydroxide. The aqueous phase was extracted with chloroform. The chloroform layer was extracted with sodium hydroxide. Evaporation of the chloroform layer gave an oil residue. The oil was dissolved in methylene chloride and the solution extracted with 1N... Procedure: Following the procedure as described in Example 2, making variations as required to replace pyridin-3-ylmethanamine with (5-methylpyrazin-2-yl)methanamine and replace (S)-2-(3-(4-fluorobenzyl)-4-methyl-2-oxoimidazolidin-1-yl)-4-methylthiazole-5-carboxylic acid with (R)-2-(3-(3,5-difluorobenzyl)-4-methyl-2-oxoimidazolidin-1-yl)-4-methylthiazole-5-carboxylic acid, the title compound was obtained as a white solid: mp 131-132° C. (ethanol/water); 1H NMR (300 MHz, DMSO-d6) δ 8.58 (t, J=5.7 Hz, 1H), 8... Reaction SMILES: N1C=CC=C(CN)C=1.[CH3:9][C:10]1[N:11]=[CH:12][C:13]([CH2:16][NH2:17])=[N:14][CH:15]=1.FC1C=CC(CN2[C@@H](C)CN(C3SC(C(O)=O)=C(C)N=3)C2=O)=CC=1.[F:42][C:43]1[CH:44]=[C:45]([CH:63]=[C:64]([F:66])[CH:65]=1)[CH2:46][N:47]1[C@H:51]([CH3:52])[CH2:50][N:49]([C:53]2[S:54][C:55]([C:59](O)=[O:60])=[C:56]([CH3:58])[N:57]=2)[C:48]1=[O:62]>>[F:66][C:64]1[CH:63]=[C:45]([CH:44]=[C:43]([F:42])[CH:65]=1)[CH2:46][N:47]1[C@H:51]([CH3:52])[CH2:50][N:49]([C:53]2[S:54][C:55]([C:59]([NH:17][CH2:16][C:13]3[CH:12]=[N:11][C:10]([CH3:9])=[CH:15][N:14]=3)=[O:60])=[C:56]([CH3:58])[N:57]=2)[C:48]1=[O:62]. Yields the product FC=1C=C(CN2C(N(C[C@H]2C)C=2SC(=C(N2)C)C(=O)NCC2=NC=C(N=C2)C)=O)C=C(C1)F ((R)-2-(3-(3,5-difluorobenzyl)-4-methyl-2-oxoimidazolidin-1-yl)-4-methyl-N-((5-methylpyrazin-2-yl)methyl)thiazole-5-carboxamide). Starting materials: N1=CC(=CC=C1)CN (pyridin-3-ylmethanamine), FC=1C=C(CN2C(N(C[C@H]2C)C=2SC(=C(N2)C)C(=O)O)=O)C=C(C1)F ((R)-2-(3-(3,5-difluorobenzyl)-4-methyl-2-oxoimidazolidin-1-yl)-4-methylthiazole-5-carboxylic acid), CC=1N=CC(=NC1)CN ((5-methylpyrazin-2-yl)methanamine), FC1=CC=C(CN2C(N(C[C@@H]2C)C=2SC(=C(N2)C)C(=O)O)=O)C=C1 ((S)-2-(3-(4-fluorobenzyl)-4-methyl-2-oxoimidazolidin-1-yl)-4-methylthiazole-5-carboxylic acid). Reactants: C1CCOC1, COc1ncc(-c2ccc3ncc4c(c3c2)n(-c2cn(C)nc2C)c(=O)n4C)cc1[N+](=O)[O-], CO, [H][H], [Pd]. Product: COc1ncc(-c2ccc3ncc4c(c3c2)n(-c2cn(C)nc2C)c(=O)n4C)cc1N. As a reaction SMILES: [CH2:36]1[O:37][CH2:38][CH2:39][CH2:40]1.[CH3:1][n:2]1[n:3][c:4]([CH3:33])[c:5](-[n:7]2[c:8](=[O:32])[n:9]([CH3:31])[c:10]3[cH:11][n:12][c:13]4[cH:14][cH:15][c:16](-[c:20]5[cH:21][n:22][c:23]([O:29][CH3:30])[c:24]([N+:26]([O-:27])=[O:28])[cH:25]5)[cH:17][c:18]4[c:19]23)[cH:6]1.[CH3:41][OH:42].[H:34][H:35].[Pd:43]>>[CH3:1][n:2]1[n:3][c:4]([CH3:33])[c:5](-[n:7]2[c:8](=[O:32])[n:9]([CH3:31])[c:10]3[cH:11][n:12][c:13]4[cH:14][cH:15][c:16](-[c:20]5[cH:21][n:22][c:23]([O:29][CH3:30])[c:24]([NH2:26])[cH:25]5)[cH:17][c:18]4[c:19]23)[cH:6]1. Reactants: C(C)(C)(C)OC(CNCCCC)=O (N-butylglycine tert-butyl ester), N#N.COC=1C=C2C=CC(=CC2=CC1OC)S(=O)(=O)N[C@@H](CCCNC(N)=N)C(=O)Cl (N2 (6,7-dimethoxy-2-naphthylsulfonyl)-L-arginyl chloride). The solvent is C(Cl)(Cl)Cl (chloroform). Reaction conditions: time 1 hour. Product: N#N.C(C)(C)(C)OC(CN(CCCC)C([C@@H](NS(=O)(=O)C1=CC2=CC(=C(C=C2C=C1)OC)OC)CCCNC(N)=N)=O)=O (N2 (6,7-dimethoxy-2-naphthylsulfonyl)-L-arginyl-N-butylglycine tert-butyl ester). The yield is 82.0%. As a reaction SMILES: [C:1]([O:5][C:6](=[O:13])[CH2:7][NH:8][CH2:9][CH2:10][CH2:11][CH3:12])([CH3:4])([CH3:3])[CH3:2].[N:14]#[N:15].[CH3:16][O:17][C:18]1[CH:19]=[C:20]2[C:25](=[CH:26][C:27]=1[O:28][CH3:29])[CH:24]=[C:23]([S:30]([NH:33][C@H:34]([C:42](Cl)=[O:43])[CH2:35][CH2:36][CH2:37][NH:38][C:39](=[NH:41])[NH2:40])(=[O:32])=[O:31])[CH:22]=[CH:21]2>C(Cl)(Cl)Cl>[N:14]#[N:15].[C:1]([O:5][C:6](=[O:13])[CH2:7][N:8]([C:42](=[O:43])[C@H:34]([CH2:35][CH2:36][CH2:37][NH:38][C:39](=[NH:40])[NH2:41])[NH:33][S:30]([C:23]1[CH:22]=[CH:21][C:20]2[C:25](=[CH:26][C:27]([O:28][CH3:29])=[C:18]([O:17][CH3:16])[CH:19]=2)[CH:24]=1)(=[O:32])=[O:31])[CH2:9][CH2:10][CH2:11][CH3:12])([CH3:4])([CH3:3])[CH3:2] |f:1.2,4.5|. Procedure: To a stirred solution of 2.64 g of N-butylglycine tert-butyl ester in 20 ml of chloroform was carefully added N2 -(6,7-dimethoxy-2-naphthylsulfonyl)-L-arginyl chloride obtained above. The reaction mixture was allowed to stand at room temperature for one hour. At the end of this period, the reaction mixture was washed twice with 20 ml of saturated sodium chloride solution and evaporated to dryness. The residue was triturated with a small amount of water to give a crystalline material. This was co... Reactants: COC(=O)c1cc([N+](=O)[O-])c(N)c(F)c1F, [NH4+], [OH-]. Product: NC(=O)c1cc([N+](=O)[O-])c(N)c(F)c1F. As a reaction SMILES: [CH3:1][O:2][C:3]([c:4]1[c:5]([F:15])[c:6]([F:14])[c:7]([NH2:13])[c:8]([N+:10](=[O:11])[O-:12])[cH:9]1)=[O:16].[NH4+:18].[OH-:17]>>[O:2]=[C:3]([c:4]1[c:5]([F:15])[c:6]([F:14])[c:7]([NH2:13])[c:8]([N+:10](=[O:11])[O-:12])[cH:9]1)[NH2:18].